This data is from the Open Reaction Database (ORD), a public repository of structured organic reaction records. The task is: describe an organic reaction: reactants, conditions, products, and yield Solvent: O (water), CN(C)C=O (DMF). Reaction SMILES: [CH3:1][C:2]1[CH:3]=[C:4]([CH:6]=[CH:7][C:8]=1[N:9]1[CH2:14][C@@H:13]2[CH2:15][C@H:10]1[CH2:11][N:12]2[CH3:16])[NH2:5].C(OC(N[C:25](=[N:31][C:32]([O:34][C:35]([CH3:38])([CH3:37])[CH3:36])=[O:33])[N:26]1C=CC=N1)=O)(C)(C)C>CN(C=O)C.O>[CH3:1][C:2]1[CH:3]=[C:4]([N:5]=[C:25]([NH2:26])[N:31]([C:32]([O:34][C:35]([CH3:36])([CH3:37])[CH3:38])=[O:33])[C:32]([O:34][C:35]([CH3:38])([CH3:37])[CH3:36])=[O:33])[CH:6]=[CH:7][C:8]=1[N:9]1[CH2:14][C@@H:13]2[CH2:15][C@H:10]1[CH2:11][N:12]2[CH3:16]. Procedure: Compound (Da), 3-methyl-4-[(1S,4S)-5-methyl-2,5-diazabicyclo[2.2.1]heptan-2-yl]aniline, (0.105 g, 0.6 mmol) and 1-(tert-butoxycarbonylamino(tert-butoxycarbonylimino)methyl)pyrazole (H) (0.186 g, 0.6 mmol) were combined in DMF (2 mL) and stirred at ambient temperature for 3 days. The reaction was monitored by LCMS. The homogenous reaction mixture was then diluted with water (20 mL), the solid precipitate formed was isolated by filtration, and purified by column chromatography (silica gel, CH2Cl2 ... Conditions: time 3 day. Reactants: CC=1C=C(N)C=CC1N1[C@@H]2CN([C@H](C1)C2)C (3-methyl-4-[(1S,4S)-5-methyl-2,5-diazabicyclo[2.2.1]heptan-2-yl]aniline), C(C)(C)(C)OC(=O)NC(N1N=CC=C1)=NC(=O)OC(C)(C)C (1-(tert-butoxycarbonylamino(tert-butoxycarbonylimino)methyl)pyrazole). The product is CC=1C=C(C=CC1N1[C@@H]2CN([C@H](C1)C2)C)N=C(N(C(=O)OC(C)(C)C)C(=O)OC(C)(C)C)N ([3-methyl-4-((1S,4S)-2-methyl-2,5-diazabicyclo[2.2.1]heptan-5-yl)phenyl][N,N-bis(tert-butoxycarbonyl)]guanidine). Starting materials: COC(=O)c1cccc2nc(-c3ccc(CBr)cc3)oc12, CNC, CO. Yields the product COC(=O)c1cccc2nc(-c3ccc(CN(C)C)cc3)oc12. As a reaction SMILES: [Br:1][CH2:2][c:3]1[cH:4][cH:5][c:6](-[c:9]2[o:10][c:11]3[c:12]([n:13]2)[cH:14][cH:15][cH:16][c:17]3[C:18](=[O:19])[O:20][CH3:21])[cH:7][cH:8]1.[CH3:22][NH:23][CH3:24].[CH3:25][OH:26]>>[CH2:2]([c:3]1[cH:4][cH:5][c:6](-[c:9]2[o:10][c:11]3[c:12]([n:13]2)[cH:14][cH:15][cH:16][c:17]3[C:18](=[O:19])[O:20][CH3:21])[cH:7][cH:8]1)[N:23]([CH3:22])[CH3:24]. The reactants are C(C1=CC=CC=C1)O[C@H]1[C@@H]([C@H]2N=C(S[C@H]2O[C@@H]1[C@@](C(F)(F)F)(C)O)N(C(OC(C)(C)C)=O)C)F (tert-butyl ((3aR,5S,6R,7R,7aR)-6-(benzyloxy)-7-fluoro-5-((R)-1,1,1-trifluoro-2-hydroxypropan-2-yl)-5,6,7,7a-tetrahydro-3aH-pyrano[3,2-d]thiazol-2-yl)(methyl)carbamate), B(Cl)(Cl)Cl (BCl3). Product: F[C@H]1[C@@H]([C@H](O[C@H]2[C@@H]1N=C(S2)NC)[C@@](C(F)(F)F)(C)O)O ((3aR,5S,6R,7R,7aR)-7-fluoro-2-(methylamino)-5-((R)-1,1,1-trifluoro-2-hydroxypropan-2-yl)-5,6,7,7a-tetrahydro-3aH-pyrano[3,2-d]thiazol-6-ol), solid. Yield: 91.0%. RXN SMILES: C([O:8][C@@H:9]1[C@@H:17]([C@:18]([OH:24])([CH3:23])[C:19]([F:22])([F:21])[F:20])[O:16][C@H:15]2[C@H:11]([N:12]=[C:13]([N:25](C)[C:26](=O)OC(C)(C)C)[S:14]2)[C@H:10]1[F:34])C1C=CC=CC=1.B(Cl)(Cl)Cl>>[F:34][C@@H:10]1[C@H:11]2[N:12]=[C:13]([NH:25][CH3:26])[S:14][C@H:15]2[O:16][C@H:17]([C@:18]([OH:24])([CH3:23])[C:19]([F:22])([F:21])[F:20])[C@H:9]1[OH:8]. Reported procedure: The above material, tert-butyl ((3aR,5S,6R,7R,7aR)-6-(benzyloxy)-7-fluoro-5-((R)-1,1,1-trifluoro-2-hydroxypropan-2-yl)-5,6,7,7a-tetrahydro-3aH-pyrano[3,2-d]thiazol-2-yl)(methyl)carbamate (0.200 g, 0.394 mmol), was deprotected with BCl3 using the procedure described for Example 20. After purification on silica gel by flash column chromatography (1.0 M NH3 in MeOH/DCM, 1:15), (3aR,5S,6R,7R,7aR)-7-fluoro-2-(methylamino)-5-((R)-1,1,1-trifluoro-2-hydroxypropan-2-yl)-5,6,7,7a-tetrahydro-3aH-pyrano[3,2... Starting materials: ClC=1C(=NC(=NC1)NC=1OC(=NN1)N1CCN(CC1)C1=NC=CC=C1)NC1=C(C=C(C=C1)P(=O)(C)C)S(=O)(=O)C(C)C (5-chloro-N4-[4-(dimethylphosphoryl)-2-(propan-2-ylsulfonyl)phenyl]-N2-{5-[4-(pyridin-2-yl)piperazin-1-yl]-1,3,4-oxadiazol-2-yl}pyrimidine-2,4-diamine), N1(CCOCC1)C=1SC=C(N1)CN (1-[2-(morpholin-4-yl)-1,3-thiazol-4-yl]methanamine). Product: ClC=1C(=NC(=NC1)NCC=1N=C(SC1)N1CCOCC1)NC1=C(C=C(C=C1)P(=O)(C)C)S(=O)(=O)C(C)C (5-chloro-N4-[4-(dimethylphosphoryl)-2-(propan-2-ylsulfonyl)phenyl]-N2-{[2-(morpholin-4-yl)-1,3-thiazol-4-yl]methyl}pyrimidine-2,4-diamine). Reaction SMILES: [Cl:1][C:2]1[C:3]([NH:26][C:27]2[CH:32]=[CH:31][C:30]([P:33]([CH3:36])([CH3:35])=[O:34])=[CH:29][C:28]=2[S:37]([CH:40]([CH3:42])[CH3:41])(=[O:39])=[O:38])=[N:4][C:5]([NH:8][C:9]2OC(N3CCN(C4C=CC=CN=4)CC3)=NN=2)=[N:6][CH:7]=1.[N:43]1([C:49]2[S:50][CH:51]=[C:52](CN)[N:53]=2)[CH2:48][CH2:47][O:46][CH2:45][CH2:44]1>>[Cl:1][C:2]1[C:3]([NH:26][C:27]2[CH:32]=[CH:31][C:30]([P:33]([CH3:35])([CH3:36])=[O:34])=[CH:29][C:28]=2[S:37]([CH:40]([CH3:41])[CH3:42])(=[O:38])=[O:39])=[N:4][C:5]([NH:8][CH2:9][C:52]2[N:53]=[C:49]([N:43]3[CH2:44][CH2:45][O:46][CH2:47][CH2:48]3)[S:50][CH:51]=2)=[N:6][CH:7]=1. Procedure: This compound can be prepared as in Example 32 by reacting 2,5-dichloro-N-[4-(dimethylphosphoryl)-2-(propan-2-ylsulfonyl)phenyl]pyrimidin-4-amine (as described in Example 53) with 1-[2-(morpholin-4-yl)-1,3-thiazol-4-yl]methanamine. The reactants are CC(C)=O, CC1(C)CCc2ccc(Cl)cc21, [K+], [Mg+2], O=[Mn](=O)(=O)[O-], O=S(=O)([O-])[O-], O. The product is CC1(C)CC(=O)c2ccc(Cl)cc21. As a reaction SMILES: [CH3:13][C:14]([CH3:15])=[O:16].[Cl:1][c:2]1[cH:3][cH:4][c:5]2[c:9]([cH:10]1)[C:8]([CH3:11])([CH3:12])[CH2:7][CH2:6]2.[K+:28].[Mg+2:17].[Mn:23]([O-:24])(=[O:25])(=[O:26])=[O:27].[O-:18][S:19](=[O:20])(=[O:21])[O-:22].[OH2:29]>>[Cl:1][c:2]1[cH:3][cH:4][c:5]2[c:9]([cH:10]1)[C:8]([CH3:11])([CH3:12])[CH2:7][C:6]2=[O:16]. The reactants are C(C)OC(C(CC=1C=C2C=CNC2=CC1)OCC)=O (rac-2-ethoxy-3-(1H-indol-5-yl)-propionic acid ethyl ester), ClCC=1N=C(OC1C)C1=CC=C(C=C1)CC (4-chloromethyl-2-(4-ethyl-phenyl)-5-methyl-oxazole). Product: C(C)OC(C(=O)O)CC=1C=C2C=CN(C2=CC1)CC=1N=C(OC1C)C1=CC=C(C=C1)CC (Rac-2-Ethoxy-3-{1-[2-(4-ethyl-phenyl)-5-methyl-oxazol-4-ylmethyl]-1H-indol-5-yl}-propionic Acid). Isolated yield 41.0%. RXN SMILES: C([O:3][C:4](=[O:19])[CH:5]([O:16][CH2:17][CH3:18])[CH2:6][C:7]1[CH:8]=[C:9]2[C:13](=[CH:14][CH:15]=1)[NH:12][CH:11]=[CH:10]2)C.Cl[CH2:21][C:22]1[N:23]=[C:24]([C:28]2[CH:33]=[CH:32][C:31]([CH2:34][CH3:35])=[CH:30][CH:29]=2)[O:25][C:26]=1[CH3:27]>>[CH2:17]([O:16][CH:5]([CH2:6][C:7]1[CH:8]=[C:9]2[C:13](=[CH:14][CH:15]=1)[N:12]([CH2:21][C:22]1[N:23]=[C:24]([C:28]3[CH:29]=[CH:30][C:31]([CH2:34][CH3:35])=[CH:32][CH:33]=3)[O:25][C:26]=1[CH3:27])[CH:11]=[CH:10]2)[C:4]([OH:3])=[O:19])[CH3:18]. Procedure: Starting from rac-2-ethoxy-3-(1H-indol-5-yl)-propionic acid ethyl ester and 4-chloromethyl-2-(4-ethyl-phenyl)-5-methyl-oxazole, the title compound was obtained in 41% yield as a yellow solid. MS: (M+H)+ 433.4. Solvent: C(C)N(CC)CC (triethylamine). As a reaction SMILES: [CH3:1][N:2]1[CH2:7][CH2:6][NH:5][CH2:4][CH2:3]1.Cl[CH2:9][CH2:10][OH:11].CC(C)=O>C(N(CC)CC)C>[OH:11][CH2:10][CH2:9][N:5]1[CH2:6][CH2:7][N:2]([CH3:1])[CH2:3][CH2:4]1. Procedure details: N-methylpiperazine (10 g; 100 mmol) and 2-chloroethanol (8.05 g; 100 mmol) are stirred at 100° C. for 4 h. The highly viscous reaction medium is supplemented with 250 ml of acetone and the resulting suspension is neutralized with 15 ml of triethylamine. After filtration of the triethylamine hydrochloride, the solvent is evaporated under reduced pressure. The desired compound is obtained after purification by chromatography on an alumina column (Merck®; Aluminum Oxide 90; 63-200 μm, eluent: ethyl... The reactants are CN1CCNCC1 (N-methylpiperazine), ClCCO (2-chloroethanol), CC(=O)C (acetone). Yields the product OCCN1CCN(CC1)C (N-(2-hydroxyethyl)-N'-methylpiperazine). The yield is 75.0%.